Dataset: the Open Reaction Database (ORD), a public repository of structured organic reaction records. Task: describe an organic reaction: reactants, conditions, products, and yield Reactants: OC1=CC=C(C=C1)[C@@H](CC(=O)C1=CC(=NC=C1)C)C1=C(C=CC=C1)C ((R)-3-(4-hydroxy-phenyl)-1-(2-methyl-pyridin-4-yl)-3-o-tolyl-propan-1-one), Cl.NO (hydroxylamine hydrochloride), C(O)([O-])=O.[Na+] (sodium hydrogencarbonate). Yields the product OC1=CC=C(C=C1)[C@@H](CC(=NO)C1=CC(=NC=C1)C)C1=C(C=CC=C1)C ((R)-3-(4-Hydroxy-phenyl)-1-(2-methyl-pyridin-4-yl)-3-o-tolyl-propan-1-one oxime). As a reaction SMILES: [OH:1][C:2]1[CH:7]=[CH:6][C:5]([C@H:8]([C:19]2[CH:24]=[CH:23][CH:22]=[CH:21][C:20]=2[CH3:25])[CH2:9][C:10]([C:12]2[CH:17]=[CH:16][N:15]=[C:14]([CH3:18])[CH:13]=2)=O)=[CH:4][CH:3]=1.Cl.[NH2:27][OH:28].C(=O)([O-])O.[Na+]>>[OH:1][C:2]1[CH:7]=[CH:6][C:5]([C@H:8]([C:19]2[CH:24]=[CH:23][CH:22]=[CH:21][C:20]=2[CH3:25])[CH2:9][C:10]([C:12]2[CH:17]=[CH:16][N:15]=[C:14]([CH3:18])[CH:13]=2)=[N:27][OH:28])=[CH:4][CH:3]=1 |f:1.2,3.4|. Reported procedure: In analogy to example 132, step 6, from (R)-3-(4-hydroxy-phenyl)-1-(2-methyl-pyridin-4-yl)-3-o-tolyl-propan-1-one and hydroxylamine hydrochloride in the presence of sodium hydrogencarbonate was prepared the title compound as a white solid, MS (ESI+): m/z=347.2 ([M+H]+).